Task: describe an organic reaction: reactants, conditions, products, and yield. Dataset: the Open Reaction Database (ORD), a public repository of structured organic reaction records Reactants: C(C)OC1=NC2=C(C(=CC=C2C(=N1)O)OC)C (2-Ethoxy-4-hydroxy-7-methoxy-8-methylquinazoline), C(C)OC(=O)C1(C(C1)C=C)NC(=O)C1C(CC(C1)O)C(N(C)CCCCC=C)=O (1-{[2-(Hex-5-enyl-methyl-carbamoyl)-4-hydroxy-cyclopentanecarbonyl]-amino}-2-vinyl-cyclopropanecarboxylic acid ethyl ester). Product: C(C)OC1=NC2=C(C(=CC=C2C(=N1)OC1CC2C(N(CCCCC=CC3CC3(NC(C2C1)=O)C(=O)O)C)=O)OC)C (17-[2-Ethoxy-7-methoxy-8-methylquinazolin-4-yloxy]-13-methyl-2,14-dioxo-3,13-diazatricyclo[13.3.0.04,6]octadec-7-ene-4-carboxylic acid). RXN SMILES: [CH2:1]([O:3][C:4]1[N:13]=[C:12]([OH:14])[C:11]2[C:6](=[C:7]([CH3:17])[C:8]([O:15][CH3:16])=[CH:9][CH:10]=2)[N:5]=1)[CH3:2].C([O:20][C:21]([C:23]1([NH:28][C:29]([CH:31]2[CH2:35][CH:34](O)[CH2:33][CH:32]2[C:37](=[O:46])[N:38]([CH2:40][CH2:41][CH2:42][CH2:43][CH:44]=[CH2:45])[CH3:39])=[O:30])[CH2:25][CH:24]1C=C)=[O:22])C>>[CH2:1]([O:3][C:4]1[N:13]=[C:12]([O:14][CH:34]2[CH2:35][CH:31]3[CH:32]([C:37](=[O:46])[N:38]([CH3:39])[CH2:40][CH2:41][CH2:42][CH2:43][CH:44]=[CH:45][CH:25]4[C:23]([C:21]([OH:20])=[O:22])([NH:28][C:29]3=[O:30])[CH2:24]4)[CH2:33]2)[C:11]2[C:6](=[C:7]([CH3:17])[C:8]([O:15][CH3:16])=[CH:9][CH:10]=2)[N:5]=1)[CH3:2]. Reported procedure: Reaction of the quinazolinol (148) and the alcohol (143) according to the procedure described in examples 144-146, gave the title compound m/z=567 (M+H)+.